Dataset: the Open Reaction Database (ORD), a public repository of structured organic reaction records. Task: describe an organic reaction: reactants, conditions, products, and yield Reactants: CC(C)(C)OC(=O)N1CCN(c2ccc3nc(-c4ccc(F)cc4)cn3n2)CC1, O=C1CCC(=O)N1I, C1CCOC1. Yields the product CC(C)(C)OC(=O)N1CCN(c2ccc3nc(-c4ccc(F)cc4)c(I)n3n2)CC1. RXN SMILES: [F:1][c:2]1[cH:3][cH:4][c:5](-[c:8]2[n:9][c:10]3[n:11]([n:12][c:13]([N:16]4[CH2:17][CH2:18][N:19]([C:22](=[O:23])[O:24][C:25]([CH3:26])([CH3:27])[CH3:28])[CH2:20][CH2:21]4)[cH:14][cH:15]3)[cH:29]2)[cH:6][cH:7]1.[I:30][N:31]1[C:32](=[O:33])[CH2:34][CH2:35][C:36]1=[O:37].[O:38]1[CH2:39][CH2:40][CH2:41][CH2:42]1>>[F:1][c:2]1[cH:3][cH:4][c:5](-[c:8]2[n:9][c:10]3[n:11]([n:12][c:13]([N:16]4[CH2:17][CH2:18][N:19]([C:22](=[O:23])[O:24][C:25]([CH3:26])([CH3:27])[CH3:28])[CH2:20][CH2:21]4)[cH:14][cH:15]3)[c:29]2[I:30])[cH:6][cH:7]1. Conditions: temperature 0 celsius. Reported procedure: The 4-amino product was fluorinated using the procedure of K. L. Kirk and L. J. Cohen, JACS, 95 (14), 4619 (1973). Fluoroboric acid (48%, 150 mL) was added to 2-n-butyl-1-{(2-chlorophenyl)methyl}-4-amino-5-carboethoxyimidazole (10.75 g, 0.032 mol) in a quartz flask. The resulting solid mass was sonicated and stirred vigorously to form a suspension. This suspension was cooled to 0° C. and then sodium nitrite (2.80 g, 0.0406 mol) in 5 mL of water was added slowly. The ice bath was removed and then... As a reaction SMILES: [F:1][B-](F)(F)F.[H+].[CH2:7]([C:11]1[N:12]([CH2:22][C:23]2[CH:28]=[CH:27][CH:26]=[CH:25][C:24]=2[Cl:29])[C:13]([C:17]([O:19][CH2:20][CH3:21])=[O:18])=[C:14](N)[N:15]=1)[CH2:8][CH2:9][CH3:10].N([O-])=O.[Na+]>O>[CH2:7]([C:11]1[N:12]([CH2:22][C:23]2[CH:28]=[CH:27][CH:26]=[CH:25][C:24]=2[Cl:29])[C:13]([C:17]([O:19][CH2:20][CH3:21])=[O:18])=[C:14]([F:1])[N:15]=1)[CH2:8][CH2:9][CH3:10] |f:0.1,3.4|. Product: C(CCC)C=1N(C(=C(N1)F)C(=O)OCC)CC1=C(C=CC=C1)Cl (2-n-butyl-1-{(2-chlorophenyl)methyl}-4-fluoro-5-carboethoxyimidazole). Run in O (water). The reactants are 4-amino, N(=O)[O-].[Na+] (sodium nitrite), ( 14 ), F[B-](F)(F)F.[H+] (Fluoroboric acid), C(CCC)C=1N(C(=C(N1)N)C(=O)OCC)CC1=C(C=CC=C1)Cl (2-n-butyl-1-{(2-chlorophenyl)methyl}-4-amino-5-carboethoxyimidazole).